From a dataset of the Open Reaction Database (ORD), a public repository of structured organic reaction records. describe an organic reaction: reactants, conditions, products, and yield Starting materials: ClCC=1C=CC(=C(C1)C=1NC(C2=C(N1)C(=NN2C)CCC)=O)OCCC (5-(5-chloromethyl-2-n-propoxyphenyl)-1-methyl-3-n-propyl-1,6-dihydro-7H-pyrazolo[4,3-d]pyrimidin-7-one), CN1CCNCC1 (1-methylpiperazine). The product is CN1N=C(C=2N=C(NC(C21)=O)C2=C(C=CC(=C2)CN2CCN(CC2)C)OCCC)CCC (1-Methyl-5-[5-(4-methyl-1-piperazinylmethyl)-2-n-propoxyphenyl)-3-n-propyl-1,6-dihydro-7H-pyrazolo[4,3-d]pyrimidin-7-one), solid. Isolated yield 36.0%. As a reaction SMILES: Cl[CH2:2][C:3]1[CH:4]=[CH:5][C:6]([O:23][CH2:24][CH2:25][CH3:26])=[C:7]([C:9]2[NH:10][C:11](=[O:22])[C:12]3[N:17]([CH3:18])[N:16]=[C:15]([CH2:19][CH2:20][CH3:21])[C:13]=3[N:14]=2)[CH:8]=1.[CH3:27][N:28]1[CH2:33][CH2:32][NH:31][CH2:30][CH2:29]1>>[CH3:18][N:17]1[C:12]2[C:11](=[O:22])[NH:10][C:9]([C:7]3[CH:8]=[C:3]([CH2:2][N:31]4[CH2:32][CH2:33][N:28]([CH3:27])[CH2:29][CH2:30]4)[CH:4]=[CH:5][C:6]=3[O:23][CH2:24][CH2:25][CH3:26])=[N:14][C:13]=2[C:15]([CH2:19][CH2:20][CH3:21])=[N:16]1. Reported procedure: The title compound was prepared from 5-(5-chloromethyl-2-n-propoxyphenyl)-1-methyl-3-n-propyl-1,6-dihydro-7H-pyrazolo[4,3-d]pyrimidin-7-one and 1-methylpiperazine, following the procedure of Example 34, and was obtained as a colourless solid (36%), m.p. 149°-150° C. Found: C,65.68; H,7.83; N,19.10. C24H34N6O2 requires C,65.73; H,7.81; N,19.16%. The reactants are N(=[N+]=[N-])C1=C(C=C(C(=O)OC)C=C1)OCC (methyl 4-azido-3-ethoxybenzoate), C(C#C)(=O)OCC (ethyl propiolate). Run in C1(=CC=CC=C1)C (toluene). Yields the product C(C)OC1=C(C=CC(=C1)C(=O)OC)N1N=NC(=C1)C(=O)OCC (ethyl 1-[2-ethoxy-4-(methoxycarbonyl)phenyl]-1H-1,2,3-triazole-4-carboxylate). RXN SMILES: [N:1]([C:4]1[CH:13]=[CH:12][C:7]([C:8]([O:10][CH3:11])=[O:9])=[CH:6][C:5]=1[O:14][CH2:15][CH3:16])=[N+:2]=[N-:3].[C:17]([O:21][CH2:22][CH3:23])(=[O:20])[C:18]#[CH:19]>C1(C)C=CC=CC=1>[CH2:15]([O:14][C:5]1[CH:6]=[C:7]([C:8]([O:10][CH3:11])=[O:9])[CH:12]=[CH:13][C:4]=1[N:1]1[CH:19]=[C:18]([C:17]([O:21][CH2:22][CH3:23])=[O:20])[N:3]=[N:2]1)[CH3:16]. Procedure: A solution of methyl 4-azido-3-ethoxybenzoate (1.0 g) obtained in Example 320b) and ethyl propiolate (0.92 ml) in toluene (10 ml) was stirred at 100° C. overnight. After the reaction solution was allowed to cool to room temperature, the resultant precipitate was collected by filtration to give the title compound as a white solid (0.76 g).